Dataset: the Open Reaction Database (ORD), a public repository of structured organic reaction records. Task: describe an organic reaction: reactants, conditions, products, and yield The reactants are O=P(Cl)(Cl)Cl, O=c1ccc(S(=O)(=O)c2ccccc2)n[nH]1. Yields the product O=S(=O)(c1ccccc1)c1ccc(Cl)nn1. Reaction SMILES: [P:1]([Cl:2])([Cl:3])([Cl:4])=[O:5].[c:6]1([S:12](=[O:13])(=[O:14])[c:15]2[cH:16][cH:17][c:18](=[O:21])[nH:19][n:20]2)[cH:7][cH:8][cH:9][cH:10][cH:11]1>>[Cl:3][c:18]1[cH:17][cH:16][c:15]([S:12]([c:6]2[cH:7][cH:8][cH:9][cH:10][cH:11]2)(=[O:13])=[O:14])[n:20][n:19]1. Reactants: O(C1=CC=CC=C1)C1=CC=C(C=C1)C1=NNC2=NC=NC(=C21)N (3-(4-phenoxyphenyl)-1H-pyrazolo[3,4-d]pyrimidin-4-amine), CS(=O)(=O)OC1CC(C1)(C(=O)OCC)C(=O)OCC (diethyl 3-[(methylsulfonyl)oxy]-1,1-cyclobutanedicarboxylate), C([O-])([O-])=O.[Cs+].[Cs+] (cesium carbonate), O (water). Solvent: CN(C=O)C (N,N-dimethylformamide). The product is NC1=C2C(=NC=N1)N(N=C2C2=CC=C(C=C2)OC2=CC=CC=C2)C2CC(C2)(C(=O)OCC)C(=O)OCC (diethyl 3-[4-amino-3-(4-phenoxy-phenyl)-1H-pyrazolo[3,4-d]pyrimidin-1-yl]-1,1-cyclobutanedicarboxylate). The yield is 28571.4%. RXN SMILES: [O:1]([C:8]1[CH:13]=[CH:12][C:11]([C:14]2[C:22]3[C:17](=[N:18][CH:19]=[N:20][C:21]=3[NH2:23])[NH:16][N:15]=2)=[CH:10][CH:9]=1)[C:2]1[CH:7]=[CH:6][CH:5]=[CH:4][CH:3]=1.CS(O[CH:29]1[CH2:32][C:31]([C:38]([O:40][CH2:41][CH3:42])=[O:39])([C:33]([O:35][CH2:36][CH3:37])=[O:34])[CH2:30]1)(=O)=O.C(=O)([O-])[O-].[Cs+].[Cs+].O>CN(C)C=O>[NH2:23][C:21]1[N:20]=[CH:19][N:18]=[C:17]2[N:16]([CH:29]3[CH2:30][C:31]([C:33]([O:35][CH2:36][CH3:37])=[O:34])([C:38]([O:40][CH2:41][CH3:42])=[O:39])[CH2:32]3)[N:15]=[C:14]([C:11]3[CH:12]=[CH:13][C:8]([O:1][C:2]4[CH:7]=[CH:6][CH:5]=[CH:4][CH:3]=4)=[CH:9][CH:10]=3)[C:22]=12 |f:2.3.4|. Procedure details: A solution of 3-(4-phenoxyphenyl)-1H-pyrazolo[3,4-d]pyrimidin-4-amine (0.129 g, 0.00042 mmol) in N,N-dimethylformamide (5 mL) was reacted with diethyl 3-[(methylsulfonyl)oxy]-1,1-cyclobutanedicarboxylate (0.150 g, 0.00051 mmol) and cesium carbonate (0.166 g, 0.00051 mmol) at 70° C. for five days. The reaction mixture was poured into water (20 mL) and extracted with ethyl acetate (3×10 mL). The combined organic layers were washed with water (2×10 mL) and brine (10 mL). The organic layer was dried... Reactants: CC(C(=O)O)(C)SC1=CN=C(S1)NC(=O)N(CCC1=CC=CC=C1)[C@@H]1CC[C@H](CC1)C (2-methyl-2-{2-[3-(trans-4-methyl-cyclohexyl)-3-phenethyl-ureido]-thiazol-5-ylsulfanyl}-propionic acid), FC1=CC=C(C=C1)CCBr (2-(4-fluorophenyl)ethylbromide), C(C)OC(C(C)(C)SC1=CN=C(S1)N)=O (2-(2-amino-thiazol-5-ylsulfanyl)-2-methyl-propionic acid ethyl ester). The product is FC1=CC=C(C=C1)CCN(C(NC=1SC(=CN1)SC(C(=O)O)(C)C)=O)[C@@H]1CC[C@H](CC1)C (2-{2-[3-[2-(4-Fluoro-phenyl)-ethyl]-3-(trans-4-methyl-cyclohexyl)-ureido]-thiazol-5-ylsulfanyl}-2-methyl-propionic acid). RXN SMILES: [CH3:1][C:2]([S:7][C:8]1[S:12][C:11]([NH:13][C:14]([N:16]([C@H:25]2[CH2:30][CH2:29][C@H:28]([CH3:31])[CH2:27][CH2:26]2)[CH2:17][CH2:18][C:19]2[CH:24]=[CH:23][CH:22]=[CH:21][CH:20]=2)=[O:15])=[N:10][CH:9]=1)([CH3:6])[C:3]([OH:5])=[O:4].[F:32]C1C=CC(CCBr)=CC=1.C(OC(=O)C(SC1SC(N)=NC=1)(C)C)C>>[F:32][C:22]1[CH:23]=[CH:24][C:19]([CH2:18][CH2:17][N:16]([C@H:25]2[CH2:26][CH2:27][C@H:28]([CH3:31])[CH2:29][CH2:30]2)[C:14](=[O:15])[NH:13][C:11]2[S:12][C:8]([S:7][C:2]([CH3:1])([CH3:6])[C:3]([OH:5])=[O:4])=[CH:9][N:10]=2)=[CH:20][CH:21]=1. Reported procedure: The compound was prepared following an analogous procedure to the one described for the synthesis of 2-methyl-2-{2-[3-(trans-4-methyl-cyclohexyl)-3-phenethyl-ureido]-thiazol-5-ylsulfanyl}-propionic acid using 2-(4-fluorophenyl)ethylbromide and 2-(2-amino-thiazol-5-ylsulfanyl)-2-methyl-propionic acid ethyl ester.